From a dataset of the Open Reaction Database (ORD), a public repository of structured organic reaction records. describe an organic reaction: reactants, conditions, products, and yield As a reaction SMILES: [C:1]([O:2][C:3](=[O:4])[NH:7][CH2:8][c:9]1[cH:10][c:11]2[c:12]([n:13]([CH2:32][CH2:33][CH:34]([CH3:35])[CH3:36])[c:14]([CH2:16][n:17]3[c:18](=[O:31])[n:19]([CH:28]4[CH2:29][CH2:30]4)[c:20](=[O:27])[c:21]4[cH:22][cH:23][cH:24][cH:25][c:26]34)[n:15]2)[cH:37][cH:38]1)([CH3:5])([CH3:6])[CH3:39].[CH3:40][O:41][c:42]1[cH:43][cH:44][cH:45][cH:46][cH:47]1.[Cl:55][CH2:56][Cl:57].[F:48][C:49]([F:50])([F:51])[C:52]([OH:53])=[O:54]>>[NH2:7][CH2:8][c:9]1[cH:10][c:11]2[c:12]([n:13]([CH2:32][CH2:33][CH:34]([CH3:35])[CH3:36])[c:14]([CH2:16][n:17]3[c:18](=[O:31])[n:19]([CH:28]4[CH2:29][CH2:30]4)[c:20](=[O:27])[c:21]4[cH:22][cH:23][cH:24][cH:25][c:26]34)[n:15]2)[cH:37][cH:38]1. Starting materials: CC(C)CCn1c(Cn2c(=O)n(C3CC3)c(=O)c3ccccc32)nc2cc(CNC(=O)OC(C)(C)C)ccc21, COc1ccccc1, ClCCl, O=C(O)C(F)(F)F. Yields the product CC(C)CCn1c(Cn2c(=O)n(C3CC3)c(=O)c3ccccc32)nc2cc(CN)ccc21. Starting materials: COC1=C(C=C(C2=CC=CC=C12)OC)/C=C(/C(=O)O)\CCC ((E)-3-(1,4-dimethoxynaphthalen-2-yl)-2-propylpropenoic acid), product, Et2O hexanes, methyl ester, C1(C(=CC(C2=CC=CC=C12)=O)/C=C(/C(=O)O)\C)=O ((E)-3-(1,4-naphthoquinon-2-yl)-2-methylpropenoic acid). Solvent: hexanes, CCOCC (Et2O). Product: C1(C(=CC(C2=CC=CC=C12)=O)/C=C(/C(=O)O)\CCC)=O ((E)-3-(1,4-naphthoquinon-2-yl)-2-propylpropenoic acid). RXN SMILES: C[O:2][C:3]1[C:12]2[C:7](=[CH:8][CH:9]=[CH:10][CH:11]=2)[C:6]([O:13]C)=[CH:5][C:4]=1/[CH:15]=[C:16](\[CH2:20][CH2:21][CH3:22])/[C:17]([OH:19])=[O:18].C1(=O)C2C(=CC=CC=2)C(=O)C=C1/C=C(\C)/C(O)=O>CCOCC>[C:3]1(=[O:2])[C:12]2[C:7](=[CH:8][CH:9]=[CH:10][CH:11]=2)[C:6](=[O:13])[CH:5]=[C:4]1/[CH:15]=[C:16](\[CH2:20][CH2:21][CH3:22])/[C:17]([OH:19])=[O:18]. Reported procedure: Compound 30b was prepared from 29b (0.193 g, 0.643 mmol) as described above for 30a to give 0.064 g (0.24 mmol, 37%) of the product as a yellow solid following flash chromatography (2:3 Et2O:hexanes 0.5% AcOH) and recrystallization from Et2O/hexanes. (0.064 g E; 0.006 g Z methyl ester)